From a dataset of the Open Reaction Database (ORD), a public repository of structured organic reaction records. describe an organic reaction: reactants, conditions, products, and yield The reactants are COC(C(CC1=CC2=CC=CC=C2C=C1)N1C(C(N(CC1)C(C(CC1=CC=C(C=C1)F)N)=O)CC=C)=O)=O (2-{3-allyl-4-[2-amino-3-(4-fluorophenyl)propionyl]-2-oxo-piperazin-1-yl}-3-naphthalen-2-yl-propionic acid methyl ester), CO (CH3OH), Cl (HCl), [Li+].[OH-] (LiOH). Solvent: C1CCOC1 (THF), O (H2O). Run at time 3 hour. The product is C(C=C)[C@H]1C(N(CCN1C([C@@H](CC1=CC=C(C=C1)F)N)=O)[C@H](C(=O)O)CC1=CC2=CC=CC=C2C=C1)=O (2-(S)-{3-(S)-allyl-4-[2-(R)-amino-3-(4-fluorophenyl)propionyl]-2-oxo-piperazin-1-yl}-3-naphthalen-2-yl-propionic acid). Reaction SMILES: C[O:2][C:3](=[O:38])[CH:4]([N:16]1[CH2:21][CH2:20][N:19]([C:22](=[O:33])[CH:23]([NH2:32])[CH2:24][C:25]2[CH:30]=[CH:29][C:28]([F:31])=[CH:27][CH:26]=2)[CH:18]([CH2:34][CH:35]=[CH2:36])[C:17]1=[O:37])[CH2:5][C:6]1[CH:15]=[CH:14][C:13]2[C:8](=[CH:9][CH:10]=[CH:11][CH:12]=2)[CH:7]=1.CO.[Li+].[OH-].Cl>C1COCC1.O>[CH2:34]([C@@H:18]1[N:19]([C:22](=[O:33])[C@H:23]([NH2:32])[CH2:24][C:25]2[CH:30]=[CH:29][C:28]([F:31])=[CH:27][CH:26]=2)[CH2:20][CH2:21][N:16]([C@@H:4]([CH2:5][C:6]2[CH:15]=[CH:14][C:13]3[C:8](=[CH:9][CH:10]=[CH:11][CH:12]=3)[CH:7]=2)[C:3]([OH:38])=[O:2])[C:17]1=[O:37])[CH:35]=[CH2:36] |f:2.3|. Procedure details: To a solution of 2-{3-allyl-4-[2-amino-3-(4-fluorophenyl)propionyl]-2-oxo-piperazin-1-yl}-3-naphthalen-2-yl-propionic acid methyl ester, 10, (168 mg, 0.324 mmol) in a mixture of THF (1 mL)/CH3OH (0.5 mL)/H2O (0.5 mL) is added LiOH (43 mg, 1.78 mmol). The reaction mixture is stirred for 3 hours, acidified with 1N HCl to pH 3 and extracted with EtOAc. The extract is dried over Na2SO4, filtered, concentrated and dried under high vacuum to afford the desired product in quantitative yield.